This data is from the Open Reaction Database (ORD), a public repository of structured organic reaction records. The task is: describe an organic reaction: reactants, conditions, products, and yield Reactants: C1(=CC=C(C=C1)S(=O)(=O)O)C.CC1=CC(=NC(=C1)C)C=CC1=NNC2=CC(=CC=C12)NC1=C(C(=O)O)C=CC=C1 (2-[3-[2-(4,6-dimethyl-pyridin-2-yl)-vinyl] 1H-indazol-6-ylamino]-benzoic acid p-toluene sulfonate), NCC#CCOC(C)=O (Acetic acid 4-amino-but-2-ynyl ester). The product is CC1=CC(=NC(=C1)C)/C=C/C1=NNC2=CC(=CC=C12)NC1=C(C(=O)NCC#CCOC(C)=O)C=CC=C1 (Acetic acid 4-(2-{3-[(E)-2-(4,6-dimethyl-pyridin-2-yl)-vinyl]-1H-indazol-6-ylamino}-benzoylamino)-but-2-ynyl ester). Reaction SMILES: C1(C)C=CC(S(O)(=O)=O)=CC=1.[CH3:12][C:13]1[CH:18]=[C:17]([CH3:19])[N:16]=[C:15]([CH:20]=[CH:21][C:22]2[C:30]3[C:25](=[CH:26][C:27]([NH:31][C:32]4[CH:40]=[CH:39][CH:38]=[CH:37][C:33]=4[C:34]([OH:36])=O)=[CH:28][CH:29]=3)[NH:24][N:23]=2)[CH:14]=1.[NH2:41][CH2:42][C:43]#[C:44][CH2:45][O:46][C:47](=[O:49])[CH3:48]>>[CH3:12][C:13]1[CH:18]=[C:17]([CH3:19])[N:16]=[C:15](/[CH:20]=[CH:21]/[C:22]2[C:30]3[C:25](=[CH:26][C:27]([NH:31][C:32]4[CH:40]=[CH:39][CH:38]=[CH:37][C:33]=4[C:34]([NH:41][CH2:42][C:43]#[C:44][CH2:45][O:46][C:47](=[O:49])[CH3:48])=[O:36])=[CH:28][CH:29]=3)[NH:24][N:23]=2)[CH:14]=1 |f:0.1|. Procedure details: Prepared in a similar manner to that described for Example 6 above, except using 2-[3-[2-(4,6-dimethyl-pyridin-2-yl)-vinyl] 1H-indazol-6-ylamino]-benzoic acid p-toluene sulfonate and Acetic acid 4-amino-but-2-ynyl ester. 1H NMR (CD3CN): δ 11.00 (1H, bs), 9.59 (1H, s), 7.99 (1H, d, J=8.6 Hz), 7.86 (1H, d, J=16.4 Hz), 7.58 (1H, d, J=7.8 Hz), 7.49–7.37 (4H, m), 7.32 (1H,s ), 7.21 (1H, s), 7.06 (1H, dd, J=8.8, 1.8 Hz), 6.96 (1H, s), 6.90 (1H, t, J=7.8 Hz), 4.63 (2H, s), 4.16 (2H, d, J=5.6 Hz), 2.49 ... Reactants: BrC1=CN=C2C(=N1)N(CCN2)CC2=C(C(=CC=C2F)F)Cl (7-bromo-1-(2-chloro-3,6-difluorobenzyl)-1,2,3,4-tetrahydropyrazino[2,3-b]pyrazine), Cl.C(C)N(CCNC(=O)C1=CC=C(C=C1)B(O)O)CC (4-{[2-(Diethylamino)ethyl]carbamoyl}benzeneboronic acid hydrochloride). Product: ClC1=C(CN2C3=C(NCC2)N=CC(=N3)C3=CC=C(C(=O)NCCN(CC)CC)C=C3)C(=CC=C1F)F (4-[8-(2-chloro-3,6-difluorobenzyl)-5,6,7,8-tetrahydropyrazino[2,3-b]pyrazin-2-yl]-N-[2-(diethylamino)ethyl]benzamide). As a reaction SMILES: Br[C:2]1[N:7]=[C:6]2[N:8]([CH2:12][C:13]3[C:18]([F:19])=[CH:17][CH:16]=[C:15]([F:20])[C:14]=3[Cl:21])[CH2:9][CH2:10][NH:11][C:5]2=[N:4][CH:3]=1.Cl.[CH2:23]([N:25]([CH2:40][CH3:41])[CH2:26][CH2:27][NH:28][C:29]([C:31]1[CH:36]=[CH:35][C:34](B(O)O)=[CH:33][CH:32]=1)=[O:30])[CH3:24]>>[Cl:21][C:14]1[C:15]([F:20])=[CH:16][CH:17]=[C:18]([F:19])[C:13]=1[CH2:12][N:8]1[CH2:9][CH2:10][NH:11][C:5]2[N:4]=[CH:3][C:2]([C:34]3[CH:35]=[CH:36][C:31]([C:29]([NH:28][CH2:27][CH2:26][N:25]([CH2:40][CH3:41])[CH2:23][CH3:24])=[O:30])=[CH:32][CH:33]=3)=[N:7][C:6]1=2 |f:1.2|. Reported procedure: The entitled compound was prepared from 7-bromo-1-(2-chloro-3,6-difluorobenzyl)-1,2,3,4-tetrahydropyrazino[2,3-b]pyrazine and 4-{[2-(Diethylamino)ethyl]carbamoyl}benzeneboronic acid hydrochloride using Suzuki coupling conditions as described in Scheme 1.